describe an organic reaction: reactants, conditions, products, and yield From a dataset of the Open Reaction Database (ORD), a public repository of structured organic reaction records. Reactants: C(C1=CC=CC=C1)OC(=O)NC1=CN=C2N(C1=O)[C@@H](CC2)C(=O)OC(C)(C)C (tert-Butyl (S)-3-{[(benzyloxy)carbonyl]amino}-4-oxo-4,6,7,8-tetrahydropyrrolo[1,2-a]pyrimidine-6-carboxylate), C(Cl)Cl.C(=O)(C(F)(F)F)O (CH2Cl2 TFA). The solvent is O (H2O). Run at time 8 hour. The product is C(C1=CC=CC=C1)OC(=O)NC1=CN=C2N(C1=O)[C@@H](CC2)C(=O)O ((6S)-3-{[(Benzyloxy)carbonyl]amino}-4-oxo-4,6,7,8-tetrahydropyrrolo[1,2-a]pyrimidine-6-carboxylic acid). Reaction SMILES: [CH2:1]([O:8][C:9]([NH:11][C:12]1[C:17](=[O:18])[N:16]2[C@H:19]([C:22]([O:24]C(C)(C)C)=[O:23])[CH2:20][CH2:21][C:15]2=[N:14][CH:13]=1)=[O:10])[C:2]1[CH:7]=[CH:6][CH:5]=[CH:4][CH:3]=1.C(Cl)Cl.C(O)(C(F)(F)F)=O>O>[CH2:1]([O:8][C:9]([NH:11][C:12]1[C:17](=[O:18])[N:16]2[C@H:19]([C:22]([OH:24])=[O:23])[CH2:20][CH2:21][C:15]2=[N:14][CH:13]=1)=[O:10])[C:2]1[CH:3]=[CH:4][CH:5]=[CH:6][CH:7]=1 |f:1.2|. Procedure: tert-Butyl ester 1h (11.13 g, 28.9 mmol) was dissloved in 1:1 CH2Cl2/TFA. 1 mL H2O was added and the mixture was stirred overnight at rt. The mixture was concentrated and the resultant residue was co-evaporated with CCl4 (3×). The residual oil was triturated with 1:1 Et2O/hexanes (100 mL) and the solid (9.0 g, 95%) was collected and dried, to provide 1i. 1H NMR (300 MHz, CDCl3) δ8.69 (br s, 1H), MS (ESI) 330.3 (M+H+); 328.3 (M−H+). The solvent is CN(C)C=O (DMF). Reactants: C(C)(C)(C)O[K] (tert-BuOK), CC1=CC(=NC=C1)C1=CC(=NN1)C(F)(F)F (4-methyl-2-(3-(trifluoromethyl)-1H-pyrazol-5-yl) pyridine), C(C1=CC=CC=C1)=O (benzaldehyde). Conditions: time 6 hour. Procedure: Ligand L1 was synthesized employing a modified literature procedure,[4] in which solid tert-BuOK (1.19 g, 10.56 mmol) was added to a solution of 4-methyl-2-(3-(trifluoromethyl)-1H-pyrazol-5-yl) pyridine (0.30 g, 1.32 mmol) and benzaldehyde (0.4 mL, 3.96 mmol) in anhydrous DMF (100 mL). The resulting mixture was stirred 6 h at 100□ under nitrogen. The solvent was then evaporated, and product was dissolved in water titrated by 2 M HCl until pH 3˜4. The insoluble solid was filtered on a sintered cr... Product: C(=C\C1=CC=CC=C1)/C1=CC(=NC=C1)C1=CC(=NN1)C(F)(F)F ((E)-4-styryl-2-(3-(trifluoromethyl)-1H-pyrazol-5-yl)pyridine), solid. The yield is 51.0%. As a reaction SMILES: C(O[K])(C)(C)C.[CH3:7][C:8]1[CH:13]=[CH:12][N:11]=[C:10]([C:14]2[NH:18][N:17]=[C:16]([C:19]([F:22])([F:21])[F:20])[CH:15]=2)[CH:9]=1.[CH:23](=O)[C:24]1[CH:29]=[CH:28][CH:27]=[CH:26][CH:25]=1>CN(C=O)C>[CH:7](/[C:8]1[CH:13]=[CH:12][N:11]=[C:10]([C:14]2[NH:18][N:17]=[C:16]([C:19]([F:22])([F:20])[F:21])[CH:15]=2)[CH:9]=1)=[CH:23]\[C:24]1[CH:29]=[CH:28][CH:27]=[CH:26][CH:25]=1.